Dataset: the Open Reaction Database (ORD), a public repository of structured organic reaction records. Task: describe an organic reaction: reactants, conditions, products, and yield Reactants: CCNC(=O)c1ccc(Oc2ccc(CC(=O)O)cc2OC)c(NS(=O)(=O)c2ccc(Cl)cc2Cl)c1, Cl, NC(N)=O, [Na+], [Na+], O=C([O-])[O-]. Product: CCNC(=O)c1ccc(Oc2ccc(CC(N)=O)cc2OC)c(NS(=O)(=O)c2ccc(Cl)cc2Cl)c1. Reaction SMILES: [Cl:1][c:2]1[c:3]([S:9](=[O:10])(=[O:11])[NH:12][c:13]2[c:14]([O:15][c:16]3[c:17]([O:26][CH3:27])[cH:18][c:19]([CH2:22][C:23](=[O:24])[OH:25])[cH:20][cH:21]3)[cH:28][cH:29][c:30]([C:32]([NH:33][CH2:34][CH3:35])=[O:36])[cH:31]2)[cH:4][cH:5][c:6]([Cl:8])[cH:7]1.[ClH:47].[NH2:37][C:38](=[O:39])[NH2:40].[Na+:41].[Na+:42].[O-:43][C:44](=[O:45])[O-:46]>>[Cl:1][c:2]1[c:3]([S:9](=[O:10])(=[O:11])[NH:12][c:13]2[c:14]([O:15][c:16]3[c:17]([O:26][CH3:27])[cH:18][c:19]([CH2:22][C:23](=[O:24])[NH2:37])[cH:20][cH:21]3)[cH:28][cH:29][c:30]([C:32]([NH:33][CH2:34][CH3:35])=[O:36])[cH:31]2)[cH:4][cH:5][c:6]([Cl:8])[cH:7]1.